Dataset: the Open Reaction Database (ORD), a public repository of structured organic reaction records. Task: describe an organic reaction: reactants, conditions, products, and yield Reactants: C1CCNC1, COc1ccc2c(Nc3c(C)cncc3C)cc(=O)[nH]c2c1OCCCCCCCl, Cl. Product: COc1ccc2c(Nc3c(C)cncc3C)cc(=O)[nH]c2c1OCCCCCCN1CCCC1. As a reaction SMILES: [CH2:31]1[CH2:32][CH2:33][NH:34][CH2:35]1.[Cl:1][CH2:2][CH2:3][CH2:4][CH2:5][CH2:6][CH2:7][O:8][c:9]1[c:10]([O:29][CH3:30])[cH:11][cH:12][c:13]2[c:14]([NH:20][c:21]3[c:22]([CH3:28])[cH:23][n:24][cH:25][c:26]3[CH3:27])[cH:15][c:16](=[O:19])[nH:17][c:18]12.[ClH:36]>>[CH2:2]([CH2:3][CH2:4][CH2:5][CH2:6][CH2:7][O:8][c:9]1[c:10]([O:29][CH3:30])[cH:11][cH:12][c:13]2[c:14]([NH:20][c:21]3[c:22]([CH3:28])[cH:23][n:24][cH:25][c:26]3[CH3:27])[cH:15][c:16](=[O:19])[nH:17][c:18]12)[N:34]1[CH2:33][CH2:32][CH2:31][CH2:35]1. Reactants: Brc1cccnc1, CCNCC, [Cu]I, C#CCC(O)CCCCOC1CCCCO1. Product: OC(CC#Cc1cccnc1)CCCCOC1CCCCO1. Reaction SMILES: [Br:22][c:23]1[cH:24][n:25][cH:26][cH:27][cH:28]1.[CH2:17]([NH:18][CH2:19][CH3:20])[CH3:21].[Cu:29][I:30].[OH:1][CH:2]([CH2:3][C:4]#[CH:5])[CH2:6][CH2:7][CH2:8][CH2:9][O:10][CH:11]1[O:12][CH2:13][CH2:14][CH2:15][CH2:16]1>>[OH:1][CH:2]([CH2:3][C:4]#[C:5][c:23]1[cH:24][n:25][cH:26][cH:27][cH:28]1)[CH2:6][CH2:7][CH2:8][CH2:9][O:10][CH:11]1[O:12][CH2:13][CH2:14][CH2:15][CH2:16]1. Starting materials: NC=1C=C(C#N)C=CC1OC (3-amino-4-methoxybenzonitrile), Br.BrC(C)C=1C=C(C=C2C(C=C(OC12)N1CCOCC1)=O)C(=O)N(C)C (8-(1-bromoethyl)-N,N-dimethyl-2-morpholino-4-oxo-4H-chromene-6-carboxamide hydrobromide). Product: C(#N)C=1C=CC(=C(C1)NC(C)C=1C=C(C=C2C(C=C(OC12)N1CCOCC1)=O)C(=O)N(C)C)OC (8-(1-(5-cyano-2-methoxyphenylamino)ethyl)-N,N-dimethyl-2-morpholino-4-oxo-4H-chromene-6-carboxamide). Yield: 52.5%. As a reaction SMILES: [NH2:1][C:2]1[CH:3]=[C:4]([CH:7]=[CH:8][C:9]=1[O:10][CH3:11])[C:5]#[N:6].Br.Br[CH:14]([C:16]1[CH:17]=[C:18]([C:33]([N:35]([CH3:37])[CH3:36])=[O:34])[CH:19]=[C:20]2[C:25]=1[O:24][C:23]([N:26]1[CH2:31][CH2:30][O:29][CH2:28][CH2:27]1)=[CH:22][C:21]2=[O:32])[CH3:15]>>[C:5]([C:4]1[CH:7]=[CH:8][C:9]([O:10][CH3:11])=[C:2]([NH:1][CH:14]([C:16]2[CH:17]=[C:18]([C:33]([N:35]([CH3:37])[CH3:36])=[O:34])[CH:19]=[C:20]3[C:25]=2[O:24][C:23]([N:26]2[CH2:31][CH2:30][O:29][CH2:28][CH2:27]2)=[CH:22][C:21]3=[O:32])[CH3:15])[CH:3]=1)#[N:6] |f:1.2|. Procedure details: 3-amino-4-methoxybenzonitrile (121 mg, 0.82 mmol) was reacted with 8-(1-bromoethyl)-N,N-dimethyl-2-morpholino-4-oxo-4H-chromene-6-carboxamide hydrobromide (100 mg, 0.20 mmol) using an analogous procedure to the one described in Example 3.03 to give 8-(1-(5-cyano-2-methoxyphenylamino)ethyl)-N,N-dimethyl-2-morpholino-4-oxo-4H-chromene-6-carboxamide (50 mg, 51%) as a white solid. Mass Spectrum: M+H+ 477. Starting materials: N1C(CNCC1)=O (Piperazinone), ClC1=NC=C(C=C1)C(F)(F)F (2-chloro-5-(trifluoromethyl)pyridine), CCN(C(C)C)C(C)C (i-Pr2NEt). Run in C(C)#N (acetonitrile). The product is FC(C=1C=CC(=NC1)N1CC(NCC1)=O)(F)F (4-(5-(Trifluoromethyl)pyridin-2-yl)piperazin-2-one). Yield: 13.0%. Reaction SMILES: [NH:1]1[CH2:6][CH2:5][NH:4][CH2:3][C:2]1=[O:7].Cl[C:9]1[CH:14]=[CH:13][C:12]([C:15]([F:18])([F:17])[F:16])=[CH:11][N:10]=1.CCN(C(C)C)C(C)C>C(#N)C>[F:16][C:15]([F:18])([F:17])[C:12]1[CH:13]=[CH:14][C:9]([N:4]2[CH2:5][CH2:6][NH:1][C:2](=[O:7])[CH2:3]2)=[N:10][CH:11]=1. Procedure details: Piperazinone (1.16 g, 11.6 mmol), 2-chloro-5-(trifluoromethyl)pyridine (2.10 g, 11.6 mmol) and i-Pr2NEt (4.6 g, 6.4 mL, 36 mmol) were heated at reflux for 40 h in acetonitrile (60 mL). The mixture was concentrated, and the residue was purified by column chromatography (40 g ISCO column eluting with methylene chloride and a 10:1 methanol/ammonium hydroxide mixture; gradient 100% methylene chloride to 90% methylene chloride) to provide the title compound (370 mg, 13%) as a yellow powder: ESI MS m/... Starting materials: NC1=CC(=C(C=C1)S(=O)(=O)NC=1C=CC2=C(B(OC2)O)C1)CN (4-amino-2-(aminomethyl)-N-(1-hydroxy-1,3-dihydrobenzo[c][1,2]oxaborol-6-yl)benzenesulfonamide), TEA, ClC(=O)OCC(C)C (iso-butyl chloroformate). The solvent is C1CCOC1 (THF), C1CCOC1 (THF). Reported procedure: To a solution of 4-amino-2-(aminomethyl)-N-(1-hydroxy-1,3-dihydrobenzo[c][1,2]oxaborol-6-yl)benzenesulfonamide (500 mg, 0.89 mmol) and TEA (360 mg, 3.6 mmol) in THF (200 mL) at −20° C. was slowly added iso-butyl chloroformate (121 mg, 0.89 mmol) in THF (10 mL). Then the mixture was stirred at room temperature for 2 hrs. The mixture was concentrated in vacuo and the residue was purified by prep-HPLC (column: Luna 300×50.0 mm, 10 u; liquid phase: [A-H2O+0.025% TFA; B-MeCN] B %: 15%-40%, 25 min) to... Reaction SMILES: [NH2:1][C:2]1[CH:7]=[CH:6][C:5]([S:8]([NH:11][C:12]2[CH:13]=[CH:14][C:15]3[CH2:19][O:18][B:17]([OH:20])[C:16]=3[CH:21]=2)(=[O:10])=[O:9])=[C:4]([CH2:22][NH2:23])[CH:3]=1.Cl[C:25]([O:27][CH2:28][CH:29]([CH3:31])[CH3:30])=[O:26]>C1COCC1>[NH2:1][C:2]1[CH:7]=[CH:6][C:5]([S:8](=[O:9])(=[O:10])[NH:11][C:12]2[CH:13]=[CH:14][C:15]3[CH2:19][O:18][B:17]([OH:20])[C:16]=3[CH:21]=2)=[C:4]([CH:3]=1)[CH2:22][NH:23][C:25](=[O:26])[O:27][CH2:28][CH:29]([CH3:31])[CH3:30]. Product: NC=1C=CC(=C(CNC(OCC(C)C)=O)C1)S(NC=1C=CC2=C(B(OC2)O)C1)(=O)=O (Isobutyl 5-amino-2-(N-(1-hydroxy-1,3-dihydrobenzo[c][1,2]oxaborol-6-yl)sulfamoyl)benzylcarbamate). Reaction conditions: time 2 hour. The yield is 48.0%.